Dataset: the Open Reaction Database (ORD), a public repository of structured organic reaction records. Task: describe an organic reaction: reactants, conditions, products, and yield The reactants are BrC=1C=CC(=C(C1)NC(C(F)(F)F)=O)C (N-(5-bromo-2-methylphenyl)-2,2,2-trifluoroacetamide), TEA, C[Si](C)(C)C#C (trimethylsilylacetylene). Reagents/catalysts: Cl[Pd]([P](C1=CC=CC=C1)(C2=CC=CC=C2)C3=CC=CC=C3)([P](C4=CC=CC=C4)(C5=CC=CC=C5)C6=CC=CC=C6)Cl (Pd(PPh3)2Cl2), [Cu]I (CuI). Solvent: C1CCOC1 (THF), C1CCOC1 (THF). Run at temperature 60 celsius, time 16 hour. Yields the product FC(C(=O)NC1=C(C=CC(=C1)C#C[Si](C)(C)C)C)(F)F (2,2,2-Trifluoro-N-{2-methyl-5-[(trimethylsilyl)ethynyl]phenyl}acetamide). The yield is 67.6%. Reaction SMILES: Br[C:2]1[CH:3]=[CH:4][C:5]([CH3:15])=[C:6]([NH:8][C:9](=[O:14])[C:10]([F:13])([F:12])[F:11])[CH:7]=1.[CH3:16][Si:17]([C:20]#[CH:21])([CH3:19])[CH3:18]>C1COCC1.Cl[Pd](Cl)([P](C1C=CC=CC=1)(C1C=CC=CC=1)C1C=CC=CC=1)[P](C1C=CC=CC=1)(C1C=CC=CC=1)C1C=CC=CC=1.[Cu]I>[F:11][C:10]([F:13])([F:12])[C:9]([NH:8][C:6]1[CH:7]=[C:2]([C:21]#[C:20][Si:17]([CH3:19])([CH3:18])[CH3:16])[CH:3]=[CH:4][C:5]=1[CH3:15])=[O:14] |^1:29,48|. Procedure details: To a solution of N-(5-bromo-2-methylphenyl)-2,2,2-trifluoroacetamide (15 g, 54 mmol) in THF (300 mL) was added Pd(PPh3)2Cl2 (3.79 g, 5.4 mmol), CuI (513 mg, 2.7 mmol) and TEA (23 mL, 162 mmol). The solution was heated to 60° C. A solution of trimethylsilylacetylene (11.5 mL, 81 mmol) in THF (200 mL) was added dropwise through an addition funnel over about 60 min. After 16 h, the reaction was concentrated onto silica gel and purified by column chromatography to give the desired product (10.92 g, ... Starting materials: NC=1N(C=C(N1)CCCCCC#C)C(=O)OC(C)(C)C (tert-butyl 2-amino-4-(hept-6-ynyl)-1H-imidazole-1-carboxylate), N(=[N+]=[N-])CCNC(=O)C=1N(C(=C(C1)Br)Br)C (N-(2-azidoethyl)-4,5-dibromo-1-methyl-1H-pyrrole-2-carboxamide). The product is NC=1N(C=C(N1)CCCCCC=1N=NN(C1)CCNC(=O)C=1N(C(=C(C1)Br)Br)C)C(=O)OC(C)(C)C (tert-butyl 2-amino-4-(5-(1-(2-(4,5-dibromo-1-methyl-1H-pyrrole-2-carboxamido)ethyl)-1H-1,2,3-triazol-4-yl)pentyl)-1H-imidazole-1-carboxylate). RXN SMILES: [NH2:1][C:2]1[N:3]([C:14]([O:16][C:17]([CH3:20])([CH3:19])[CH3:18])=[O:15])[CH:4]=[C:5]([CH2:7][CH2:8][CH2:9][CH2:10][CH2:11][C:12]#[CH:13])[N:6]=1.[N:21]([CH2:24][CH2:25][NH:26][C:27]([C:29]1[N:30]([CH3:36])[C:31]([Br:35])=[C:32]([Br:34])[CH:33]=1)=[O:28])=[N+:22]=[N-:23]>>[NH2:1][C:2]1[N:3]([C:14]([O:16][C:17]([CH3:20])([CH3:19])[CH3:18])=[O:15])[CH:4]=[C:5]([CH2:7][CH2:8][CH2:9][CH2:10][CH2:11][C:12]2[N:23]=[N:22][N:21]([CH2:24][CH2:25][NH:26][C:27]([C:29]3[N:30]([CH3:36])[C:31]([Br:35])=[C:32]([Br:34])[CH:33]=3)=[O:28])[CH:13]=2)[N:6]=1. Reported procedure: tert-butyl 2-amino-4-(hept-6-ynyl)-1H-imidazole-1-carboxylate (0.116 g, 0.417 mmol) was reacted with N-(2-azidoethyl)-4,5-dibromo-1-methyl-1H-pyrrole-2-carboxamide (0.145 g, 0.417 mmol) following the general click procedure to give tert-butyl 2-amino-4-(5-(1-(2-(4,5-dibromo-1-methyl-1H-pyrrole-2-carboxamido)ethyl)-1H-1,2,3-triazol-4-yl)pentyl)-1H-imidazole-1-carboxylate 1H NMR (300 MHz, CDCl3) δ 7.76 (s, 1H), δ 7.32 (s, 1H), δ 6.81 (s, 1H), δ 6.49 (s, 1H), δ 6.17 (s, 2H), δ 4.52 (s, 2H), δ 3.94 ... Reactants: CO, COC(=O)CNc1cccc(OC)c1, CC(=O)O, ClCCl, O=N[O-], [Na+], O, [Zn]. The product is COC(=O)CN(N)c1cccc(OC)c1. As a reaction SMILES: [CH3:19][OH:20].[CH3:1][O:2][C:3]([CH2:4][NH:5][c:6]1[cH:7][c:8]([O:12][CH3:13])[cH:9][cH:10][cH:11]1)=[O:14].[CH3:24][C:25](=[O:26])[OH:27].[Cl:21][CH2:22][Cl:23].[N:15]([O-:16])=[O:17].[Na+:18].[OH2:29].[Zn:28]>>[CH3:1][O:2][C:3]([CH2:4][N:5]([c:6]1[cH:7][c:8]([O:12][CH3:13])[cH:9][cH:10][cH:11]1)[NH2:15])=[O:14]. The reactants are CC(C(=O)[O-])C1CCCN2C1=CC1=C(C=C(C=C21)F)C(C)C ((+/−)-methyl(3-fluoro-1-isopropyl-6,7,8,9-tetrahydropyrido[1,2-a]indol-9-yl)acetate), ClC1=CC=C(C(=O)Cl)C=C1 (4-chlorobenzoyl chloride). Product: ClC1=CC=C(C(=O)C2=C3N(C4=CC(=CC(=C24)C(C)C)F)CCCC3CC(=O)O)C=C1 ((+/−)-[10-(4-CHLOROBENZOYL)-3-FLUORO-1-ISOPROPYL-6,7,8,9-TETRAHYDROPYRIDO[1,2-a]INDOL-9-YL]ACETIC ACID). RXN SMILES: C[CH:2]([CH:6]1[C:11]2=[CH:12][C:13]3[C:18]([N:10]2[CH2:9][CH2:8][CH2:7]1)=[CH:17][C:16]([F:19])=[CH:15][C:14]=3[CH:20]([CH3:22])[CH3:21])[C:3]([O-:5])=[O:4].[Cl:23][C:24]1[CH:32]=[CH:31][C:27]([C:28](Cl)=[O:29])=[CH:26][CH:25]=1>>[Cl:23][C:24]1[CH:32]=[CH:31][C:27]([C:28]([C:12]2[C:13]3[C:18](=[CH:17][C:16]([F:19])=[CH:15][C:14]=3[CH:20]([CH3:22])[CH3:21])[N:10]3[CH2:9][CH2:8][CH2:7][CH:6]([CH2:2][C:3]([OH:5])=[O:4])[C:11]=23)=[O:29])=[CH:26][CH:25]=1. Procedure: Starting from (+/−)-methyl(3-fluoro-1-isopropyl-6,7,8,9-tetrahydropyrido[1,2-a]indol-9-yl)acetate (Example 122, Step 4) and 4-chlorobenzoyl chloride, the title compound was synthesized following the procedures described in Step 1 of Example 61 and Step 10 of Example 7. Reactants: Cl (hydrochloric acid), CC(C(=O)OC)(C(NCCC(=O)OC)CC1=CC=C(C=C1)OC)C (dimethyl 2,2-dimethyl-3-(p-methoxybenzyl)-3,3'-iminodipropionate), C(C1=CC=CC=C1)Cl (benzyl chloride), [I-].[K+] (potassium iodide), C([O-])([O-])=O.[K+].[K+] (potassium carbonate). The solvent is petroleum ether, C(C)C(=O)C (methyl ethyl ketone). Reaction conditions: time 35 hour. The product is Cl.C(C1=CC=CC=C1)N1C(C(C(CC1)=O)(C)C)CC1=CC=C(C=C1)OC (1-Benzyl-3,3-dimethyl-2-(p-methoxybenzyl)-4-piperidone hydrochloride). As a reaction SMILES: C[C:2]([CH3:24])([CH:7]([CH2:15][C:16]1[CH:21]=[CH:20][C:19]([O:22][CH3:23])=[CH:18][CH:17]=1)[NH:8][CH2:9][CH2:10][C:11]([O:13]C)=O)[C:3](OC)=O.[CH2:25]([Cl:32])[C:26]1[CH:31]=[CH:30][CH:29]=[CH:28][CH:27]=1.[I-].[K+].C(=O)([O-])[O-].[K+].[K+].Cl>C(C(C)=O)C>[ClH:32].[CH2:25]([N:8]1[CH2:9][CH2:10][C:11](=[O:13])[C:2]([CH3:3])([CH3:24])[CH:7]1[CH2:15][C:16]1[CH:17]=[CH:18][C:19]([O:22][CH3:23])=[CH:20][CH:21]=1)[C:26]1[CH:31]=[CH:30][CH:29]=[CH:28][CH:27]=1 |f:2.3,4.5.6,9.10|. Procedure: A mixture of 24.5 g of crude dimethyl 2,2-dimethyl-3-(p-methoxybenzyl)-3,3'-iminodipropionate, 27 g of benzyl chloride, 23 g of potassium iodide, 40 g of potassium carbonate and 300 ml of methyl ethyl ketone is refluxed and stirred during 35 hours. The mixture is cooled and evaporated in vacuo whereupon the residue is treated with chloroform. Inorganic material is removed by filtration and the filtrate is concentrated in vacuo leaving a residue which is shaken with 300 ml of 4 N hydrochloric aci... Reactants: COCCO[AlH2-]OCCOC.[Na+] (Red-Al), FC1=C2CCNC(C2=CC=C1)=O (5-Fluoro-3,4-dihydro-2H-isoquinolin-1-one), O (Water). As a reaction SMILES: [F:1][C:2]1[CH:11]=[CH:10][CH:9]=[C:8]2[C:3]=1[CH2:4][CH2:5][NH:6][C:7]2=O.COCCO[AlH2-]OCCOC.[Na+].O>O1CCCC1>[F:1][C:2]1[CH:11]=[CH:10][CH:9]=[C:8]2[C:3]=1[CH2:4][CH2:5][NH:6][CH2:7]2 |f:1.2|. Conditions: time 18 hour. Reported procedure: 5-Fluoro-3,4-dihydro-2H-isoquinolin-1-one (200 mg, 1.2 mmol) was dissolved in anhydrous tetrahydrofuran (6 ml), and the solution was mixed with Red-Al (Aldrich, 65% toluene solution, 6.1 mmol) and stirred at roar temperature for 18 hours. Water was slowly added to the reaction solution, and celite filtration was carried out when foaming started. The reaction product was extracted from the filtrate with ethyl acetate, and the reaction product was extracted from the extract with dilute hydrochlori... Yields the product FC1=C2CCNCC2=CC=C1 (5-fluoro-3,4-dihydro-2H-isoquinoline). Solvent: O1CCCC1 (tetrahydrofuran).